From a dataset of the Open Reaction Database (ORD), a public repository of structured organic reaction records. describe an organic reaction: reactants, conditions, products, and yield The product is COC(=O)c1ccc(C2(N)CC2)cc1. The reactants are [Br-], COC(=O)c1ccc(C#N)cc1, CC[Mg+], C1CCOC1, Cc1ccccc1. As a reaction SMILES: [Br-:13].[C:1](#[N:2])[c:3]1[cH:4][cH:5][c:6]([C:7](=[O:8])[O:9][CH3:10])[cH:11][cH:12]1.[CH2:14]([CH3:15])[Mg+:16].[CH2:24]1[O:25][CH2:26][CH2:27][CH2:28]1.[CH3:17][c:18]1[cH:19][cH:20][cH:21][cH:22][cH:23]1>>[C:1]1([NH2:2])([c:3]2[cH:4][cH:5][c:6]([C:7](=[O:8])[O:9][CH3:10])[cH:11][cH:12]2)[CH2:14][CH2:15]1. The reactants are O=C([O-])O, [Li]CCCC, c1ccc(SC2CC2)cc1, O=C1CCC(=O)N1I, [Na+], C1CCOC1. The product is IC1(Sc2ccccc2)CC1. Reaction SMILES: [C:24](=[O:25])([O-:26])[OH:27].[CH2:11]([Li:12])[CH2:13][CH2:14][CH3:15].[CH:1]1([S:4][c:5]2[cH:6][cH:7][cH:8][cH:9][cH:10]2)[CH2:2][CH2:3]1.[I:16][N:17]1[C:18](=[O:19])[CH2:20][CH2:21][C:22]1=[O:23].[Na+:28].[O:29]1[CH2:30][CH2:31][CH2:32][CH2:33]1>>[C:1]1([S:4][c:5]2[cH:6][cH:7][cH:8][cH:9][cH:10]2)([I:16])[CH2:2][CH2:3]1.